This data is from the Open Reaction Database (ORD), a public repository of structured organic reaction records. The task is: describe an organic reaction: reactants, conditions, products, and yield Starting materials: CNC(=O)C1=NC=CC(=C1)OC1=CC(=CC=C1)NC(=O)NC=1C=C2C=NN(C2=CC1)C (N-methyl-4-[3-({[(1-methyl-1H-indazol-5-yl)amino]carbonyl}amino)-phenoxy]pyridine-2-carboxamide), [OH-].[K+] (potassium hydroxide). Run in CO.O (MeOH H2O). Reaction conditions: temperature 40 celsius. The product is CN1N=CC2=CC(=CC=C12)NC(=O)NC=1C=C(OC2=CC(=NC=C2)C(=O)O)C=CC1 (4-[3-({[(1-methyl-1H-indazol-5-yl)amino]carbonyl}amino)phenoxy]-pyridine-2-carboxylic acid). The yield is 717.6%. Reaction SMILES: CN[C:3]([C:5]1[CH:10]=[C:9]([O:11][C:12]2[CH:17]=[CH:16][CH:15]=[C:14]([NH:18][C:19]([NH:21][C:22]3[CH:23]=[C:24]4[C:28](=[CH:29][CH:30]=3)[N:27]([CH3:31])[N:26]=[CH:25]4)=[O:20])[CH:13]=2)[CH:8]=[CH:7][N:6]=1)=[O:4].[OH-:32].[K+]>CO.O>[CH3:31][N:27]1[C:28]2[C:24](=[CH:23][C:22]([NH:21][C:19]([NH:18][C:14]3[CH:13]=[C:12]([CH:17]=[CH:16][CH:15]=3)[O:11][C:9]3[CH:8]=[CH:7][N:6]=[C:5]([C:3]([OH:32])=[O:4])[CH:10]=3)=[O:20])=[CH:30][CH:29]=2)[CH:25]=[N:26]1 |f:1.2,3.4|. Procedure: A mixture of N-methyl-4-[3-({[(1-methyl-1H-indazol-5-yl)amino]carbonyl}amino)-phenoxy]pyridine-2-carboxamide (80 mg, 0.19 mmol) and powdered potassium hydroxide (0.03 g, 0.56 mmol) was dissolved in MeOH/H2O (4 mL, 3:1), and the reaction mixture was heated at 40° C. for 3 h. The solvent was removed in vacuo, the crude residue dissolved in H2O (5 mL), and precipitated on being neutralized with aq. 1N HCl. The precipitated solid was washed with water and then CH2Cl2 to give 0.55 g (70%) of the carb... The reactants are CC=CC1CN(S(=O)(=O)c2ccc(OC)cc2)CC(=O)O1, C[Si](C)(C)[N-][Si](C)(C)C, C[Si](C)(C)Cl, [Li+], C1CCOC1. The product is COc1ccc(S(=O)(=O)N2CC=CC(C)C2C(=O)O)cc1. As a reaction SMILES: [CH3:11][O:12][c:13]1[cH:14][cH:15][c:16]([S:19](=[O:20])(=[O:21])[N:22]2[CH2:23][C:24](=[O:31])[O:25][CH:26]([CH:28]=[CH:29][CH3:30])[CH2:27]2)[cH:17][cH:18]1.[CH3:1][Si:2]([N-:3][Si:4]([CH3:5])([CH3:6])[CH3:7])([CH3:8])[CH3:9].[CH3:32][Si:33]([Cl:34])([CH3:35])[CH3:36].[Li+:10].[O:37]1[CH2:38][CH2:39][CH2:40][CH2:41]1>>[CH3:11][O:12][c:13]1[cH:14][cH:15][c:16]([S:19](=[O:20])(=[O:21])[N:22]2[CH:23]([C:24]([OH:25])=[O:31])[CH:29]([CH3:30])[CH:28]=[CH:26][CH2:27]2)[cH:17][cH:18]1. Starting materials: ClC1=CC=C(C(=O)C=2SC3=C(C2C2=CC=CC=C2)C=CC(=C3)OC)C=C1 (2-(4-Chlorobenzoyl)-3-phenyl-6-methoxybenzothiophene), Cl.N1=CC=CC=C1 (pyridine hydrochloride), ice water. Product: ClC1=CC=C(C(=O)C=2SC3=C(C2C2=CC=CC=C2)C=CC(=C3)O)C=C1 (2-(4-Chlorobenzoyl)-3-phenyl-6-hydroxybenzothiophene). RXN SMILES: [Cl:1][C:2]1[CH:26]=[CH:25][C:5]([C:6]([C:8]2[S:9][C:10]3[CH:22]=[C:21]([O:23]C)[CH:20]=[CH:19][C:11]=3[C:12]=2[C:13]2[CH:18]=[CH:17][CH:16]=[CH:15][CH:14]=2)=[O:7])=[CH:4][CH:3]=1.Cl.N1C=CC=CC=1>>[Cl:1][C:2]1[CH:3]=[CH:4][C:5]([C:6]([C:8]2[S:9][C:10]3[CH:22]=[C:21]([OH:23])[CH:20]=[CH:19][C:11]=3[C:12]=2[C:13]2[CH:14]=[CH:15][CH:16]=[CH:17][CH:18]=2)=[O:7])=[CH:25][CH:26]=1 |f:1.2|. Procedure: A mixture of 7 g. of the product from Example 18 and 27 g. of pyridine hydrochloride was refluxed in a 220° C. oil bath for 1.5 hours. The hot reaction mixture then was poured over an ice-water mixture. The resulting solid was collected and dissolved in ethyl acetate. The ethyl acetate solution was washed with saturated aqueous sodium chloride and dried over magnesium sulfate. The ethyl acetate solution was evaporated, and the residue was recrystallized from methanol to give 3.59 g. of the title... Reactants: CS(=O)(=O)O.CS(=O)(=O)O.N[C@@H]1CC2=C(C=3C=NNC3C=C2)CN(C1=O)CC(C)(C)C (7-(R)-amino-9-(2,2-dimethylpropyl)-6,7,9,10-tetrahydro-3H-2,3,9-triazacyclohepta[e]inden-8-one bis-methanesulfonate), CN1C(NC(C12CC1=CC=C(C=C1CC2)C(=O)O)=O)=O ((±)-3-methyl-2,5-dioxo-3′,4′-dihydro-1′H-spiro[imidazolidine-4,2′-naphthalene]-6′-carboxylic acid), C=1C=CC2=C(C1)N=NN2O (HOBT), C(CCl)Cl (EDC). Solvent: CN(C)C=O (DMF). Run at time 18 hour. Product: CC(CN1CC=2C=3C=NNC3C=CC2C[C@H](C1=O)NC(=O)C=1C=C2CCC3(CC2=CC1)N(C(NC3=O)=O)C)(C)C (N-[(7R)-9-(2,2-Dimethylpropyl)-8-oxo-3,6,7,8,9,10-hexahydroazepino[3,4-e]indazol-7-yl]-3-methyl-2,5-dioxo-3′,4′-dihydro-1′H-spiro[imidazolidine-4,2′-naphthalene]-6′-carboxamide). Reaction SMILES: CS(O)(=O)=O.CS(O)(=O)=O.[NH2:11][C@H:12]1[C:25](=[O:26])[N:24]([CH2:27][C:28]([CH3:31])([CH3:30])[CH3:29])[CH2:23][C:15]2[C:16]3[CH:17]=[N:18][NH:19][C:20]=3[CH:21]=[CH:22][C:14]=2[CH2:13]1.[CH3:32][N:33]1[C:37]2([CH2:46][CH2:45][C:44]3[C:39](=[CH:40][CH:41]=[C:42]([C:47](O)=[O:48])[CH:43]=3)[CH2:38]2)[C:36](=[O:50])[NH:35][C:34]1=[O:51].C1C=CC2N(O)N=NC=2C=1.C(Cl)CCl>CN(C=O)C>[CH3:29][C:28]([CH3:31])([CH3:30])[CH2:27][N:24]1[C:25](=[O:26])[C@H:12]([NH:11][C:47]([C:42]2[CH:43]=[C:44]3[C:39](=[CH:40][CH:41]=2)[CH2:38][C:37]2([C:36](=[O:50])[NH:35][C:34](=[O:51])[N:33]2[CH3:32])[CH2:46][CH2:45]3)=[O:48])[CH2:13][C:14]2[CH:22]=[CH:21][C:20]3[NH:19][N:18]=[CH:17][C:16]=3[C:15]=2[CH2:23]1 |f:0.1.2|. Reported procedure: A mixture of 7-(R)-amino-9-(2,2-dimethylpropyl)-6,7,9,10-tetrahydro-3H-2,3,9-triazacyclohepta[e]inden-8-one bis-methanesulfonate (110 mg, 0.23 mmol) [Chaturvedula et al. WO 2006/052378], (±)-3-methyl-2,5-dioxo-3′,4′-dihydro-1′H-spiro[imidazolidine-4,2′-naphthalene]-6′-carboxylic acid (77 mg, 0.28 mmol) [Bell et al. WO 2004/082605], HOBT (43 mg, 0.28 mmol), and EDC (54 mg, 0.28 mmol) in DMF (2 mL) is stirred at ambient temperature for 18 h. The reaction mixture is purified directly by HPLC using ... Yield: 44.6%. Reaction conditions: temperature 110 celsius. Product: BrC1=C(C=C(C=C1)NC(NC1=CC=C(C(=O)N(C)C)C=C1)=O)F (4-(3-(4-bromo-3-fluorophenyl)ureido)-N,N-dimethyl-benzamide). Reported procedure: To a 250 mL round bottom flask, 2,2,2-trichloroethyl(4-(dimethylcarbamoyl)phenyl)carbamate (30 g, 0.0885 mol), 4-bromo-3-fluoroaniline (20 g, 0.1062 mol), TEA (24.6 mL, 0.177 mol) and toluene (150 mL) was added. The reaction mixture was maintained at 110° C. for 12 h. The reaction mass was cooled to room temperature. The obtained precipitate was collected by filtration and dried under vacuum to get the desired product [15 g, 50%]. 1H NMR (300 MHz, DMSO-d6): δ 9.09 (s, 1H), 8.99 (s, 1H), 7.65-7.5... RXN SMILES: ClC(Cl)(Cl)CO[C:5](=[O:18])[NH:6][C:7]1[CH:12]=[CH:11][C:10]([C:13](=[O:17])[N:14]([CH3:16])[CH3:15])=[CH:9][CH:8]=1.[Br:21][C:22]1[CH:28]=[CH:27][C:25]([NH2:26])=[CH:24][C:23]=1[F:29]>C1(C)C=CC=CC=1>[Br:21][C:22]1[CH:28]=[CH:27][C:25]([NH:26][C:5](=[O:18])[NH:6][C:7]2[CH:8]=[CH:9][C:10]([C:13]([N:14]([CH3:15])[CH3:16])=[O:17])=[CH:11][CH:12]=2)=[CH:24][C:23]=1[F:29]. Starting materials: ClC(COC(NC1=CC=C(C=C1)C(N(C)C)=O)=O)(Cl)Cl (2,2,2-trichloroethyl(4-(dimethylcarbamoyl)phenyl)carbamate), BrC1=C(C=C(N)C=C1)F (4-bromo-3-fluoroaniline), TEA. Run in C1(=CC=CC=C1)C (toluene). Reactants: OCCO, COCCOC, CS(=O)(=O)O, [Na], OCCCOc1ccccc1, O. Yields the product OCCOCCCOc1ccccc1. RXN SMILES: [CH2:18]([CH2:19][OH:20])[OH:21].[CH3:22][O:23][CH2:24][CH2:25][O:26][CH3:27].[CH3:2][S:3]([OH:4])(=[O:5])=[O:6].[Na:1].[O:7]([c:8]1[cH:9][cH:10][cH:11][cH:12][cH:13]1)[CH2:14][CH2:15][CH2:16][OH:17].[OH2:28]>>[O:7]([c:8]1[cH:9][cH:10][cH:11][cH:12][cH:13]1)[CH2:14][CH2:15][CH2:16][O:17][CH2:18][CH2:19][OH:20]. Starting materials: CO, CC(C)CC(C)O, CN1C(=O)C2(CC2)CN(C2CCCC2)c2nc(Cl)ncc21, CCN1CCC(NC(=O)c2ccc(N)c(OC)c2)CC1, O, Cc1ccc(S(=O)(=O)O)cc1. Yields the product CCN1CCC(NC(=O)c2ccc(Nc3ncc4c(n3)N(C3CCCC3)CC3(CC3)C(=O)N4C)c(OC)c2)CC1. As a reaction SMILES: [CH3:54][OH:55].[CH3:56][CH:57]([CH3:58])[CH2:59][CH:60]([OH:61])[CH3:62].[Cl:1][c:2]1[n:3][cH:4][c:5]2[c:13]([n:14]1)[N:12]([CH:15]1[CH2:16][CH2:17][CH2:18][CH2:19]1)[CH2:11][C:8]1([C:7](=[O:20])[N:6]2[CH3:21])[CH2:9][CH2:10]1.[NH2:22][c:23]1[c:24]([O:40][CH3:41])[cH:25][c:26]([C:27](=[O:28])[NH:29][CH:30]2[CH2:31][CH2:32][N:33]([CH2:36][CH3:37])[CH2:34][CH2:35]2)[cH:38][cH:39]1.[OH2:42].[c:43]1([CH3:44])[cH:45][cH:46][c:47]([S:48]([OH:49])(=[O:50])=[O:51])[cH:52][cH:53]1>>[c:2]1([NH:22][c:23]2[c:24]([O:40][CH3:41])[cH:25][c:26]([C:27](=[O:28])[NH:29][CH:30]3[CH2:31][CH2:32][N:33]([CH2:36][CH3:37])[CH2:34][CH2:35]3)[cH:38][cH:39]2)[n:3][cH:4][c:5]2[c:13]([n:14]1)[N:12]([CH:15]1[CH2:16][CH2:17][CH2:18][CH2:19]1)[CH2:11][C:8]1([C:7](=[O:20])[N:6]2[CH3:21])[CH2:9][CH2:10]1. Reactants: CC1CNCCc2ccc(Cl)c(Br)c21, CC1CN(C)CCc2ccc(Cl)c(Cl)c21. The product is CC1CN(C)CCc2ccc(Cl)c(Br)c21. As a reaction SMILES: [Br:1][c:2]1[c:3]([Cl:14])[cH:4][cH:5][c:6]2[c:7]1[CH:8]([CH3:13])[CH2:9][NH:10][CH2:11][CH2:12]2.[CH3:15][N:16]1[CH2:17][CH:18]([CH3:19])[c:20]2[c:21]([Cl:22])[c:23]([Cl:24])[cH:25][cH:26][c:27]2[CH2:28][CH2:29]1>>[Br:1][c:2]1[c:3]([Cl:14])[cH:4][cH:5][c:6]2[c:7]1[CH:8]([CH3:13])[CH2:9][N:10]([CH3:15])[CH2:11][CH2:12]2. As a reaction SMILES: [Cl:1][C:2]1[CH:3]=[CH:4][C:5]([CH:11]=[O:12])=[C:6]([CH:10]=1)[C:7]([OH:9])=[O:8].[C:13]([O-])([O-])=O.[K+].[K+].CI.CCOCC>CN(C=O)C>[CH3:13][O:8][C:7](=[O:9])[C:6]1[CH:10]=[C:2]([Cl:1])[CH:3]=[CH:4][C:5]=1[CH:11]=[O:12] |f:1.2.3|. The product is COC(C1=C(C=CC(=C1)Cl)C=O)=O (5-Chloro-2-formyl-benzoic acid methyl ester). Yield: 64.9%. Procedure details: To a heterogeneous mixture of 5-chloro-2-formyl-benzoic acid (1.0 g, 5.42 mmol) and K2CO3 (1.12 g, 8.13 mmol) in DMF (7 ml) was added MeI (0.41 ml, 6.5 mmol) at RT. The reaction mixture was stirred for 4 h then diluted into Et2O and washed with water (2×). The organic layer was dried over Na2SO4, filtered and evaporated to dryness to yield the crude title compound (700 mg, 3.52 mmol, 65%) as a light yellow solid, which was used without further purification. HPLC: AtRet=1.84 min; LC-MS: m/z 199.3... Solvent: CN(C)C=O (DMF). Reactants: CCOCC (Et2O), ClC=1C=CC(=C(C(=O)O)C1)C=O (5-chloro-2-formyl-benzoic acid), C(=O)([O-])[O-].[K+].[K+] (K2CO3), CI (MeI). Reaction conditions: time 4 hour.